From a dataset of the Open Reaction Database (ORD), a public repository of structured organic reaction records. describe an organic reaction: reactants, conditions, products, and yield Starting materials: BrC1=CC=C2/C(/C(NC2=C1)=O)=C/C1=CC(=CC=C1)Cl (Z-6-bromo-3-(3-chloro-benzylidene)-1,3-dihydro-indol-2-one), ClC=1C=CC(=C(C1)C=NC(=C)O[Si](C)(C)C)C (1-(5-chloro-2-methylphenyl)-3-trimethylsilyoxy-2-aza-1,3-butadiene). The solvent is C1(=CC=CC=C1)C (toluene). Yields the product BrC1=CC=C2C(=C1)NC(C21C(NC(CC1C1=CC(=CC=C1)Cl)=O)C1=C(C=CC(=C1)Cl)C)=O (racemic (2′R,3R,4′S)-6-bromo-4′-(3-chlorophenyl)-2,3-dihydro-2′-(5-chloro-2-methylphenyl)-2,6′-dioxospiro[indole-3,3′-piperidine]). RXN SMILES: [Br:1][C:2]1[CH:10]=[C:9]2[C:5](/[C:6](=[CH:12]/[C:13]3[CH:18]=[CH:17][CH:16]=[C:15]([Cl:19])[CH:14]=3)/[C:7](=[O:11])[NH:8]2)=[CH:4][CH:3]=1.[Cl:20][C:21]1[CH:22]=[CH:23][C:24]([CH3:36])=[C:25]([CH:27]=[N:28][C:29]([O:31][Si](C)(C)C)=[CH2:30])[CH:26]=1>C1(C)C=CC=CC=1>[Br:1][C:2]1[CH:10]=[C:9]2[NH:8][C:7](=[O:11])[C:6]3([CH:12]([C:13]4[CH:18]=[CH:17][CH:16]=[C:15]([Cl:19])[CH:14]=4)[CH2:31][C:29](=[O:30])[NH:28][CH:27]3[C:25]3[CH:26]=[C:21]([Cl:20])[CH:22]=[CH:23][C:24]=3[CH3:36])[C:5]2=[CH:4][CH:3]=1. Procedure details: In a manner similar to the method described in example 157b, E/Z-6-bromo-3-(3-chloro-benzylidene)-2-oxo-2,3-dihydro-indole (0.4 g, 1.10 mmol) prepared in example 157a was reacted with 1-(5-chloro-2-methylphenyl)-3-trimethylsilyoxy-2-aza-1,3-butadiene prepared in example 160a, in toluene to give racemic (2′R,3R,4′S)-6-bromo-4′-(3-chlorophenyl)-2,3-dihydro-2′-(5-chloro-2-methylphenyl)-2,6′-dioxospiro[indole-3,3′-piperidine] as a white solid. (Yield 0.3 g, 51%). Reactants: COc1ccc(C2OCC(C)(C)C(CO)O2)cc1, ClCCl, O=C(Cl)c1ccc([N+](=O)[O-])cc1. Reaction SMILES: [CH3:1][O:2][c:3]1[cH:4][cH:5][c:6]([CH:9]2[O:10][CH2:11][C:12]([CH3:17])([CH3:18])[CH:13]([CH2:15][OH:16])[O:14]2)[cH:7][cH:8]1.[Cl:31][CH2:32][Cl:33].[N+:19](=[O:20])([O-:21])[c:22]1[cH:23][cH:24][c:25]([C:26](=[O:27])[Cl:28])[cH:29][cH:30]1>>[CH3:1][O:2][c:3]1[cH:4][cH:5][c:6]([CH:9]2[O:10][CH2:11][C:12]([CH3:17])([CH3:18])[CH:13]([CH2:15][O:16][C:26]([c:25]3[cH:24][cH:23][c:22]([N+:19](=[O:20])[O-:21])[cH:30][cH:29]3)=[O:27])[O:14]2)[cH:7][cH:8]1. The product is COc1ccc(C2OCC(C)(C)C(COC(=O)c3ccc([N+](=O)[O-])cc3)O2)cc1. The reactants are CCCC[Sn](Br)(Br)Br, C1CCCCC1, CCCC[Sn](Br)(Br)CCCC, [Na+], [OH-], O. Product: CCCC[Sn](=O)CCCC. Reaction SMILES: [CH2:14]([Sn:15]([Br:16])([Br:17])[Br:18])[CH2:19][CH2:20][CH3:21].[CH2:23]1[CH2:24][CH2:25][CH2:26][CH2:27][CH2:28]1.[CH2:3]([CH2:4][CH2:5][CH3:6])[Sn:7]([CH2:8][CH2:9][CH2:10][CH3:11])([Br:12])[Br:13].[Na+:2].[OH-:1].[OH2:22]>>[O:1]=[Sn:7]([CH2:3][CH2:4][CH2:5][CH3:6])[CH2:8][CH2:9][CH2:10][CH3:11]. RXN SMILES: [CH3:1][C:2]1[O:6][N:5]=[C:4]([C:7]2[CH:12]=[CH:11][CH:10]=[CH:9][CH:8]=2)[C:3]=1[CH2:13][OH:14].[CH2:15]([O:17][C:18]([C:20]1[CH:25]=[CH:24][C:23](O)=[CH:22][N:21]=1)=[O:19])[CH3:16].C1(P(C2C=CC=CC=2)C2C=CC=CC=2)C=CC=CC=1.N(C(OCC)=O)=NC(OCC)=O>C1COCC1.C1(C)C=CC=CC=1>[CH2:15]([O:17][C:18]([C:20]1[CH:25]=[CH:24][C:23]([O:14][CH2:13][C:3]2[C:4]([C:7]3[CH:12]=[CH:11][CH:10]=[CH:9][CH:8]=3)=[N:5][O:6][C:2]=2[CH3:1])=[CH:22][N:21]=1)=[O:19])[CH3:16]. Product: C(C)OC(=O)C1=NC=C(C=C1)OCC=1C(=NOC1C)C1=CC=CC=C1 (5-(5-Methyl-3-phenyl-isoxazol-4-ylmethoxy)-pyridine-2-carboxylic acid ethyl ester). Procedure details: To a stirred solution of (5-methyl-3-phenyl-4-isoxazolyl)methanol (570 mg, 3.01 mmol) and 5-hydroxy-pyridine-2-carboxylic acid ethyl ester (655 mg, 3.92 mmol) in THF (15 mL) under argon was added triphenylphosphine (1.03 g, 3.93 mmol). Diethyl azodicarboxylate (1.71 mL of a 40% solution in toluene, 682 mg, 3.92 mmol) was added dropwise. After 20 h the reaction mixture was concentrated in vacuo, water was added, and the reaction mixture extracted with ethyl acetate. The combined organic extracts ... The solvent is C1(=CC=CC=C1)C (toluene), C1CCOC1 (THF). Isolated yield 43.2%. Reactants: N(=NC(=O)OCC)C(=O)OCC (Diethyl azodicarboxylate), solution, CC1=C(C(=NO1)C1=CC=CC=C1)CO ((5-methyl-3-phenyl-4-isoxazolyl)methanol), C(C)OC(=O)C1=NC=C(C=C1)O (5-hydroxy-pyridine-2-carboxylic acid ethyl ester), C1(=CC=CC=C1)P(C1=CC=CC=C1)C1=CC=CC=C1 (triphenylphosphine). Starting materials: Cl.C(CCC)C=1N(C(=CN1)C=C(C(=O)O)CCCC)CC1=C(C=CC=C1)Cl (3-[2-n-butyl-1-{(2-chlorophenyl)methyl}-1H-imidazol-5-yl]-2-n-butyl-propenoate hydrochloride salt), C(CCC)[Li] (butyl lithium). Reagents/catalysts: [Pt]=O (platinum oxide). Run in CO (methanol). The product is Cl.C(CCC)C=1N(C(=CN1)CC(C(=O)OC)CCCC)CC1=C(C=CC=C1)Cl (methyl 3-[2-n-butyl-1-{(2-chlorophenyl)methyl}-1H-imidazol-5-yl]-2-n-butylpropanoate hydrochloride). Isolated yield 74.0%. RXN SMILES: Cl.[CH2:2]([C:6]1[N:7]([CH2:20][C:21]2[CH:26]=[CH:25][CH:24]=[CH:23][C:22]=2[Cl:27])[C:8]([CH:11]=[C:12]([CH2:16][CH2:17][CH2:18][CH3:19])[C:13]([OH:15])=[O:14])=[CH:9][N:10]=1)[CH2:3][CH2:4][CH3:5].[CH2:28]([Li])CCC>CO.[Pt]=O>[ClH:27].[CH2:2]([C:6]1[N:7]([CH2:20][C:21]2[CH:26]=[CH:25][CH:24]=[CH:23][C:22]=2[Cl:27])[C:8]([CH2:11][CH:12]([CH2:16][CH2:17][CH2:18][CH3:19])[C:13]([O:15][CH3:28])=[O:14])=[CH:9][N:10]=1)[CH2:3][CH2:4][CH3:5] |f:0.1,5.6|. Reported procedure: A mixture of methyl (E and Z)-3-[2-n-butyl-1-{(2-chlorophenyl)methyl}-1H-imidazol-5-yl]-2-n-butyl-propenoate hydrochloride salt (prepared by the method in Example 6, replacing methyl lithium with butyl lithium) (245 mg, 0.578 mmol) in methanol (15 mL) and platinum oxide (30 mg) was stirred under an atmosphere of hydrogen for 0.5 hours. The catalyst was filtered, the filtrate was concentrated, and the residue was triturated with diethyl ether to afford 181 mg (74%) of methyl 3-[2-n-butyl-1-{(2-ch... The reactants are O1C=CC2=C1C=CC(=C2)C(C(C)Br)=O (1-(Benzofuran-5-yl)-2-bromopropan-1-one), CC1=NN(C(=N1)C)C1=C(NN=C1C)O (4-(3,5-dimethyl-[1,2,4]triazol-1-yl)-5-methyl-2H-pyrazol-3-ol). The product is O1C=CC2=C1C=CC(=C2)C=2N1C(OC2C)=C(C(=N1)C)N1N=C(N=C1C)C (3-(Benzofuran-5-yl)-7-(3,5-dimethyl-1H-1,2,4-triazol-1-yl)-2,6-dimethylpyrazolo[5,1-b]oxazole). RXN SMILES: [O:1]1[C:5]2[CH:6]=[CH:7][C:8]([C:10](=O)[CH:11](Br)[CH3:12])=[CH:9][C:4]=2[CH:3]=[CH:2]1.[CH3:15][C:16]1[N:20]=[C:19]([CH3:21])[N:18]([C:22]2[C:26]([CH3:27])=[N:25][NH:24][C:23]=2[OH:28])[N:17]=1>>[O:1]1[C:5]2[CH:6]=[CH:7][C:8]([C:10]3[N:24]4[N:25]=[C:26]([CH3:27])[C:22]([N:18]5[C:19]([CH3:21])=[N:20][C:16]([CH3:15])=[N:17]5)=[C:23]4[O:28][C:11]=3[CH3:12])=[CH:9][C:4]=2[CH:3]=[CH:2]1. Procedure details: The title compound is prepared from 1-(benzofuran-5-yl)-2-bromopropan-1-one (step 3) and 4-(3,5-dimethyl-[1,2,4]triazol-1-yl)-5-methyl-2H-pyrazol-3-ol (Intermediate KF) analogously to Example 6.2. MS: m/z 348.1 [M+H]+.